The task is: describe an organic reaction: reactants, conditions, products, and yield. This data is from the Open Reaction Database (ORD), a public repository of structured organic reaction records. Reactants: Cl.N1=CC=CC=C1 (Pyridine hydrochloride), COC1=C(C#N)C=CC(=C1)[N+](=O)[O-] (2-methoxy-4-nitro-benzonitrile), O (H2O). The solvent is CCOC(=O)C (EtOAc). Yields the product OC1=C(C#N)C=CC(=C1)[N+](=O)[O-] (2-Hydroxy-4-nitro-benzonitrile). Yield: 95.2%. As a reaction SMILES: Cl.N1C=CC=CC=1.C[O:9][C:10]1[CH:17]=[C:16]([N+:18]([O-:20])=[O:19])[CH:15]=[CH:14][C:11]=1[C:12]#[N:13].O>CCOC(C)=O>[OH:9][C:10]1[CH:17]=[C:16]([N+:18]([O-:20])=[O:19])[CH:15]=[CH:14][C:11]=1[C:12]#[N:13] |f:0.1|. Procedure details: Pyridine hydrochloride (100 g; 0.87 mol) and 2-methoxy-4-nitro-benzonitrile (17 g; ca 96 mmol) was heated to 200° C. for 2 hours, cooled to room temperature and carefully added H2O and EtOAc. The slurry was stirred until all solid dissolved. The organic layer was isolated, washed twice with H2O, brine then dried, filtered and evaporated to dryness to yield 15 g (95%) pure product Starting materials: C(C)OC(C(C(=O)C=1N=NN(C1)CC1=CC=CC=C1)N(C(C1=CC=C(C=C1)OC(F)(F)F)=O)C1CC1)=O (3-(1-benzyl-1H-[1,2,3]triazol-4-yl)-2-[cyclopropyl-(4-trifluoromethoxy-benzoyl)-amino]-3-oxo-propionic acid ethyl ester), intermediate 8B, FC(C(=O)[O-])(F)F.[NH4+] (ammonium trifluoroacetate). Yields the product C(C)OC(=O)C=1N(C(=NC1C=1N=NN(C1)CC1=CC=CC=C1)C1=CC=C(C=C1)OC(F)(F)F)C1CC1 (5-(1-Benzyl-1H-[1,2,3]triazol-4-yl)-3-cyclopropyl-2-(4-trifluoromethoxy-phenyl)-3H-imidazole-4-carboxylic acid ethyl ester). As a reaction SMILES: [CH2:1]([O:3][C:4](=[O:37])[CH:5]([N:20]([CH:34]1[CH2:36][CH2:35]1)[C:21](=O)[C:22]1[CH:27]=[CH:26][C:25]([O:28][C:29]([F:32])([F:31])[F:30])=[CH:24][CH:23]=1)[C:6]([C:8]1[N:9]=[N:10][N:11]([CH2:13][C:14]2[CH:19]=[CH:18][CH:17]=[CH:16][CH:15]=2)[CH:12]=1)=O)[CH3:2].FC(F)(F)C([O-])=O.[NH4+:45]>>[CH2:1]([O:3][C:4]([C:5]1[N:20]([CH:34]2[CH2:35][CH2:36]2)[C:21]([C:22]2[CH:27]=[CH:26][C:25]([O:28][C:29]([F:30])([F:31])[F:32])=[CH:24][CH:23]=2)=[N:45][C:6]=1[C:8]1[N:9]=[N:10][N:11]([CH2:13][C:14]2[CH:15]=[CH:16][CH:17]=[CH:18][CH:19]=2)[CH:12]=1)=[O:37])[CH3:2] |f:1.2|. Procedure details: The title compound was prepared from 3-(1-benzyl-1H-[1,2,3]triazol-4-yl)-2-[cyclopropyl-(4-trifluoromethoxy-benzoyl)-amino]-3-oxo-propionic acid ethyl ester in direct analogy to intermediate 8B, by reaction with ammonium trifluoroacetate. MS: 498.1 (MH+). Reactants: C(=O)(OC(C)(C)C)N1C(OC[C@H]1C#C)(C)C ((R)-N-Boc-2,2-dimethyl-4-ethynyl-oxazolidine), O.C1(=CC=C(C=C1)S(=O)(=O)O)C (p-toluenesulfonic acid monohydrate). Run in CO (MeOH), O (water). The product is C(=O)(OC(C)(C)C)N[C@@H](CO)C#C ((R)-N-Boc-2-amino-but-3-yn-1-ol). As a reaction SMILES: [C:1]([N:8]1[C@H:12]([C:13]#[CH:14])[CH2:11][O:10]C1(C)C)([O:3][C:4]([CH3:7])([CH3:6])[CH3:5])=[O:2].O.C1(C)C=CC(S(O)(=O)=O)=CC=1>CO.O>[C:1]([NH:8][C@H:12]([C:13]#[CH:14])[CH2:11][OH:10])([O:3][C:4]([CH3:5])([CH3:6])[CH3:7])=[O:2] |f:1.2|. Procedure details: A solution of (R)-N-Boc-2,2-dimethyl-4-ethynyl-oxazolidine (200 mg, 0.89 mmol) (Example 91A above) in a mixture of MeOH (10 mL) and water (1 mL) was treated with p-toluenesulfonic acid monohydrate (16 mg, 0.09 mmol). After stirring at reflux overnight a thermodynamic mixture of starting material and product was obtained (appr. 1:1). The solvent was concentrated and the product was separated from the starting material via silica gel column chromatography with a 0-60-100% EtOAc in hexanes gradient... Reactants: BrC1=NC(=CC=C1OCCCCCCCCC1=CC=C(C=C1)OC)CO (2-bromo-6-hydroxymethyl-[8(4-methoxyphenyl)octyloxy]pyridine), C(C)(=O)[O-].[K+] (potassium acetate), C(C=C)(=O)OC(C)(C)C (t-butyl acrylate), CCOCC (ether). Reagents/catalysts: [I-].C(CCC)[N+](CCCC)(CCCC)CCCC (tetra-n-butylammonium iodide), Cl[Pd]([P](C1=CC=CC=C1)(C2=CC=CC=C2)C3=CC=CC=C3)([P](C4=CC=CC=C4)(C5=CC=CC=C5)C6=CC=CC=C6)Cl (bis(triphenylphosphine)palladium dichloride). Solvent: ClCCl (dichloromethane), O (water), CN(C)C=O (DMF), O (water). Conditions: temperature 120 celsius. Product: OCC1=CC=C(C(=N1)C=CC(=O)OC(C)(C)C)OCCCCCCCCC1=CC=C(C=C1)OC (t-Butyl 3-{6-hydroxymethyl-3-[8(4-methoxyphenyl)octyloxy]pyridin-2-yl}propenoate). RXN SMILES: Br[C:2]1[C:7]([O:8][CH2:9][CH2:10][CH2:11][CH2:12][CH2:13][CH2:14][CH2:15][CH2:16][C:17]2[CH:22]=[CH:21][C:20]([O:23][CH3:24])=[CH:19][CH:18]=2)=[CH:6][CH:5]=[C:4]([CH2:25][OH:26])[N:3]=1.C([O-])(=O)C.[K+].[C:32]([O:36][C:37]([CH3:40])([CH3:39])[CH3:38])(=[O:35])[CH:33]=[CH2:34].CCOCC>CN(C=O)C.O.[I-].C([N+](CCCC)(CCCC)CCCC)CCC.ClCCl.Cl[Pd](Cl)([P](C1C=CC=CC=1)(C1C=CC=CC=1)C1C=CC=CC=1)[P](C1C=CC=CC=1)(C1C=CC=CC=1)C1C=CC=CC=1>[OH:26][CH2:25][C:4]1[N:3]=[C:2]([CH:34]=[CH:33][C:32]([O:36][C:37]([CH3:40])([CH3:39])[CH3:38])=[O:35])[C:7]([O:8][CH2:9][CH2:10][CH2:11][CH2:12][CH2:13][CH2:14][CH2:15][CH2:16][C:17]2[CH:22]=[CH:21][C:20]([O:23][CH3:24])=[CH:19][CH:18]=2)=[CH:6][CH:5]=1 |f:1.2,7.8,^1:75,94|. Reported procedure: To a solution of 2-bromo-6-hydroxymethyl-[8(4-methoxyphenyl)octyloxy]pyridine (5.00 g, 11.8 mmol) in DMF (22.8 ml) and water (1.2 ml) were added potassium acetate (3.00 g, 30.6 mmol), tetra-n-butylammonium iodide (4.36 g, 11.8 mmol), bis(triphenylphosphine)palladium dichloride (0.33 g, 0.47 mmol) and t-butyl acrylate (6.16 g, 48 mmol). The mixture was placed under nitrogen and stirred and heated at 120° C. for 45 min. The mixture was cooled and added to water (250 ml). The product was extracted ... As a reaction SMILES: [CH2:1]([CH3:2])[N:3]1[CH2:4][CH:5]([c:9]2[cH:10][cH:11][c:12]([N+:15]([O-:16])=[O:17])[cH:13][cH:14]2)[O:6][CH2:7][CH2:8]1.[CH3:18][OH:19].[CH:20]([O-:21])=[O:22].[NH4+:23]>>[CH2:1]([CH3:2])[N:3]1[CH2:4][CH:5]([c:9]2[cH:10][cH:11][c:12]([NH2:15])[cH:13][cH:14]2)[O:6][CH2:7][CH2:8]1. The product is CCN1CCOC(c2ccc(N)cc2)C1. Starting materials: CCN1CCOC(c2ccc([N+](=O)[O-])cc2)C1, CO, O=C[O-], [NH4+]. The reactants are C1(CC1)C=1C(=CC2=C(C(=C(O2)C2=CC=C(C=C2)F)C=O)C1)N(S(=O)(=O)C)CC1=CC=C(C=C1)OC (N-[5-cyclopropyl-2-(4-fluorophenyl)-3-formyl-1-benzofuran-6-yl]-N-(4-methoxybenzyl)methanesulfonamide), C(CN)N (ethylenediamine), C(CN)N (ethylenediamine), BrN1C(CCC1=O)=O (N-bromosuccinimide), ice, CCCCCC.C(C)(=O)OCC (hexane ethyl acetate), BrN1C(CCC1=O)=O (N-bromosuccinimide). The solvent is ClCCl (dichloromethane), ClCCl (dichloromethane). Run at time 4.5 hour. Yields the product C1(CC1)C=1C(=CC2=C(C(=C(O2)C2=CC=C(C=C2)F)C=2NCCN2)C1)N(S(=O)(=O)C)CC1=CC=C(C=C1)OC (N-[5-cyclopropyl-3-(4,5-dihydro-1H-imidazol-2-yl)-2-(4-fluorophenyl)-1-benzofuran-6-yl]-N-(4-methoxybenzyl)methanesulfonamide). Yield: 90.7%. As a reaction SMILES: [CH:1]1([C:4]2[C:5]([N:22]([CH2:27][C:28]3[CH:33]=[CH:32][C:31]([O:34][CH3:35])=[CH:30][CH:29]=3)[S:23]([CH3:26])(=[O:25])=[O:24])=[CH:6][C:7]3[O:11][C:10]([C:12]4[CH:17]=[CH:16][C:15]([F:18])=[CH:14][CH:13]=4)=[C:9]([CH:19]=O)[C:8]=3[CH:21]=2)[CH2:3][CH2:2]1.[CH2:36]([NH2:39])[CH2:37][NH2:38].BrN1C(=O)CCC1=O.CCCCCC.C(OCC)(=O)C>ClCCl>[CH:1]1([C:4]2[C:5]([N:22]([CH2:27][C:28]3[CH:33]=[CH:32][C:31]([O:34][CH3:35])=[CH:30][CH:29]=3)[S:23]([CH3:26])(=[O:24])=[O:25])=[CH:6][C:7]3[O:11][C:10]([C:12]4[CH:17]=[CH:16][C:15]([F:18])=[CH:14][CH:13]=4)=[C:9]([C:19]4[NH:38][CH2:37][CH2:36][N:39]=4)[C:8]=3[CH:21]=2)[CH2:2][CH2:3]1 |f:3.4|. Reported procedure: To a mixture of Example 1L (7.0 g, 14.18 mmol) in dichloromethane (117 mL) under nitrogen was added ethylenediamine (0.938 g/1.043 mL, 15.60 mmol) dissolved in 2 mL of dichloromethane (2 mL) in 200 μL portions over 7 minutes. The mixture was stirred at room temperature for 4.5 hours. The reaction mixture was immersed in an ice bath and N-bromosuccinimide (2.65 g, 14.89 mmol) and powdered 4 Å molecular sieves (3.63 g) were added over ˜1 minute. The reaction mixture was stirred in the ice bath for...